This data is from the Open Reaction Database (ORD), a public repository of structured organic reaction records. The task is: describe an organic reaction: reactants, conditions, products, and yield The reactants are BrC=1C=2N(N=C(C1C)Cl)C(=CN2)C(=O)NC2=CC=NC=C2 (8-bromo-6-chloro-7-methyl-N-(pyridin-4-yl)imidazo[1,2-b]pyridazine-3-carboxamide), ClC=1C(=C(C=2N(N1)C(=CN2)C(=O)NC2=CC=NC=C2)Cl)C (6,8-dichloro-7-methyl-N-(pyridin-4-yl)imidazo[1,2-b]pyridazine-3-carboxamide), CC=1C=CC(=NC1)N (5-methylpyridin-2-amine), Trans-cyclohexyldiamine, C[Si](C)(C)[NH-].C[Si](C)(C)[NH-].[Li+].[Li+] (lithium bis(trimethylsilylamide)), C1CCOC1 (THF). Run in ClCCl (dichloromethane), ClCCl (dichloromethane), O (water). Reaction conditions: time 30 minute. Product: N[C@@H]1CC[C@H](CC1)NC=1C(=C(C=2N(N1)C(=CN2)C(=O)NC2=CC=NC=C2)NC2=NC=C(C=C2)C)C (6-((trans)-4-aminocyclohexylamino)-7-methyl-8-(5-methylpyridin-2-ylamino)-N-(pyridin-4-yl)imidazo[1,2-b]pyridazine-3-carboxamide). Yield: 2.3%. Reaction SMILES: Br[C:2]1[C:3]2[N:4]([C:10]([C:13]([NH:15][C:16]3[CH:21]=[CH:20][N:19]=[CH:18][CH:17]=3)=[O:14])=[CH:11][N:12]=2)[N:5]=[C:6](Cl)[C:7]=1[CH3:8].ClC1C(C)=[C:25](Cl)[C:26]2[N:27](C(C(NC3C=CN=CC=3)=O)=CN=2)N=1.[CH3:43][C:44]1[CH:45]=[CH:46][C:47]([NH2:50])=[N:48][CH:49]=1.C[Si]([NH-])(C)C.C[Si]([NH-:60])(C)C.[Li+].[Li+].[CH2:63]1[CH2:67]O[CH2:65][CH2:64]1>ClCCl.O>[NH2:60][C@H:63]1[CH2:67][CH2:25][C@H:26]([NH:27][C:6]2[C:7]([CH3:8])=[C:2]([NH:50][C:47]3[CH:46]=[CH:45][C:44]([CH3:43])=[CH:49][N:48]=3)[C:3]3[N:4]([C:10]([C:13]([NH:15][C:16]4[CH:21]=[CH:20][N:19]=[CH:18][CH:17]=4)=[O:14])=[CH:11][N:12]=3)[N:5]=2)[CH2:65][CH2:64]1 |f:3.4.5.6|. Procedure details: A vial charged with a mixture of 8-bromo-6-chloro-7-methyl-N-(pyridin-4-yl)imidazo[1,2-b]pyridazine-3-carboxamide and 6,8-dichloro-7-methyl-N-(pyridin-4-yl)imidazo[1,2-b]pyridazine-3-carboxamide 35E (0.108 g, 0.295 mmol) and 5-methylpyridin-2-amine (0.032 g, 0.295 mmol) was purged with nitrogen. THF (1 mL) and lithium bis(trimethylsilylamide) (0.88 mL, 0.88 mmol, 1M in THF) were added and the mixture was stirred at room temperature and monitored by LC/MS. After 5 h the mixture was concentrated t...